Dataset: the Open Reaction Database (ORD), a public repository of structured organic reaction records. Task: describe an organic reaction: reactants, conditions, products, and yield Reactants: NC=1C=C(C=CC1)C1CCNC=2N1N=C(C2C#N)C2=CC=C(C=C2)OC2=CC=CC=C2 (7-(3-aminophenyl)-2-(4-phenoxyphenyl)-4,5,6,7-tetrahydro pyrazolo[1,5-a]pyrimidine-3-carbonitrile), [OH-].[Na+] (NaOH), OO (H2O2). The solvent is CS(=O)C (DMSO), C(C)O (ethanol). Conditions: temperature 60 celsius, time 30 minute. Product: NC=1C=C(C=CC1)C1CCNC=2N1N=C(C2C(=O)N)C2=CC=C(C=C2)OC2=CC=CC=C2 (7-(3-aminophenyl)-2-(4-phenoxyphenyl)-4,5,6,7-tetrahydropyrazolo[1,5-a]pyrimidine-3-carboxamide). Yield: 26.0%. Reaction SMILES: [NH2:1][C:2]1[CH:3]=[C:4]([CH:8]2[N:13]3[N:14]=[C:15]([C:19]4[CH:24]=[CH:23][C:22]([O:25][C:26]5[CH:31]=[CH:30][CH:29]=[CH:28][CH:27]=5)=[CH:21][CH:20]=4)[C:16]([C:17]#[N:18])=[C:12]3[NH:11][CH2:10][CH2:9]2)[CH:5]=[CH:6][CH:7]=1.[OH-:32].[Na+].OO>CS(C)=O.C(O)C>[NH2:1][C:2]1[CH:3]=[C:4]([CH:8]2[N:13]3[N:14]=[C:15]([C:19]4[CH:24]=[CH:23][C:22]([O:25][C:26]5[CH:27]=[CH:28][CH:29]=[CH:30][CH:31]=5)=[CH:21][CH:20]=4)[C:16]([C:17]([NH2:18])=[O:32])=[C:12]3[NH:11][CH2:10][CH2:9]2)[CH:5]=[CH:6][CH:7]=1 |f:1.2|. Reported procedure: To a solution of 7-(3-aminophenyl)-2-(4-phenoxyphenyl)-4,5,6,7-tetrahydro pyrazolo[1,5-a]pyrimidine-3-carbonitrile (130 mg, 0.32 mmol) in DMSO (2 mL) and ethanol (2 mL) was added a solution of 5 N NaOH aqueous solution (1 mL) and H2O2 (1 mL). The mixture was stirred at 60° C. for 30 minutes, concentrated and partitioned between EA (100 mL) and brine (100 mL). Organic layer was separated, washed with brine (3×100 mL), dried over Na2SO4 and purified by chromatography column on silica gel eluting w... The reactants are ClC1=C(C=CC=C1)C=1OC(=C(N1)CC(=O)OCC)C1=CSC=C1 (ethyl 2-[2-(2-chlorophenyl)-5-(3-thienyl)-4-oxazolyl]acetate), CO (methanol), [OH-].[K+] (potassium hydroxide). Solvent: O (water). Product: ClC1=C(C=CC=C1)C=1OC(=C(N1)CC(=O)O)C1=CSC=C1 (2-[2-(2-chlorophenyl)-5-(3-thienyl)-4-oxazolyl]acetic acid). Yield: 88.3%. As a reaction SMILES: [Cl:1][C:2]1[CH:7]=[CH:6][CH:5]=[CH:4][C:3]=1[C:8]1[O:9][C:10]([C:19]2[CH:23]=[CH:22][S:21][CH:20]=2)=[C:11]([CH2:13][C:14]([O:16]CC)=[O:15])[N:12]=1.CO.[OH-].[K+]>O>[Cl:1][C:2]1[CH:7]=[CH:6][CH:5]=[CH:4][C:3]=1[C:8]1[O:9][C:10]([C:19]2[CH:23]=[CH:22][S:21][CH:20]=2)=[C:11]([CH2:13][C:14]([OH:16])=[O:15])[N:12]=1 |f:2.3|. Reported procedure: 3.5 g of ethyl 2-[2-(2-chlorophenyl)-5-(3-thienyl)-4-oxazolyl]acetate, 75 ml of methanol, 7.5 g of water and 1.4 g of potassium hydroxide are treated in the same manner as described in Example 8. 2.84 g of 2-[2-(2-chlorophenyl)-5-(3-thienyl)-4-oxazolyl]acetic acid are thereby obtained.